From a dataset of the Open Reaction Database (ORD), a public repository of structured organic reaction records. describe an organic reaction: reactants, conditions, products, and yield Reaction SMILES: Cl.[CH3:2][NH:3][C:4](=[NH:11])[C:5]1[CH:10]=[CH:9][CH:8]=[CH:7][CH:6]=1.Cl[CH2:13][C:14](=O)[CH2:15][C:16]([OH:18])=[O:17].C[Si](C)(C)N[Si](C)(C)C.C[Si](C)(C)Cl.[C:34](#N)[CH3:35]>>[CH3:2][N:3]1[CH:13]=[C:14]([CH2:15][C:16]([O:18][CH2:34][CH3:35])=[O:17])[N:11]=[C:4]1[C:5]1[CH:10]=[CH:9][CH:8]=[CH:7][CH:6]=1 |f:0.1|. The product is CN1C(=NC(=C1)CC(=O)OCC)C1=CC=CC=C1 (1-Methyl-2-phenyl-4-ethoxycarbonylmethylimidazole). Procedure: A mixture of 6.12 g of N-methylbenzamidine hydrochloride, 4.95 g of the ethyl ester of 4-chloroacetoacetic acid, 18.5 ml of hexamethyldisilazane, 1.27 ml of trimethylchlorosilane, and 350 ml of acetonitrile was heated under reflux until the analytical TLC control no longer indicated any starting compound (about 72 hours). Then the mixture was allowed to cool, the volume of the reaction solution was reduced, by concentration under vacuum, to about one-half, thereafter combined with 200 ml of wate... The reactants are Cl.CNC(C1=CC=CC=C1)=N (N-methylbenzamidine hydrochloride), ethyl ester, ClCC(CC(=O)O)=O (4-chloroacetoacetic acid), C[Si](N[Si](C)(C)C)(C)C (hexamethyldisilazane), C[Si](Cl)(C)C (trimethylchlorosilane), C(C)#N (acetonitrile). The reactants are CC(COCCOC1=CC=C(OCC2CO2)C=C1)C (3-(4-(2-(2-methylpropoxy)ethoxy)phenoxy)-1,2-epoxypropane), NCCNC(=O)NC (N-2-aminoethyl-N'-methyl-urea). Run in C(C)(C)O (isopropanol). Product: OC(CNCCNC(=O)NC)COC1=CC=C(C=C1)OCCOCC(C)C (2-((2-hydroxy-3-(4-(2-(2-methylpropoxy)ethoxy)phenoxy)propyl)amino)ethyl-N'-methyl urea). As a reaction SMILES: [CH3:1][CH:2]([CH3:19])[CH2:3][O:4][CH2:5][CH2:6][O:7][C:8]1[CH:18]=[CH:17][C:11]([O:12][CH2:13][CH:14]2[O:16][CH2:15]2)=[CH:10][CH:9]=1.[NH2:20][CH2:21][CH2:22][NH:23][C:24]([NH:26][CH3:27])=[O:25]>C(O)(C)C>[OH:16][CH:14]([CH2:13][O:12][C:11]1[CH:17]=[CH:18][C:8]([O:7][CH2:6][CH2:5][O:4][CH2:3][CH:2]([CH3:19])[CH3:1])=[CH:9][CH:10]=1)[CH2:15][NH:20][CH2:21][CH2:22][NH:23][C:24]([NH:26][CH3:27])=[O:25]. Reported procedure: 10.6 g of 3-(4-(2-(2-methylpropoxy)ethoxy)phenoxy)-1,2-epoxypropane and 14 g of N-2-aminoethyl-N'-methyl-urea was refluxed 40 h in isopropanol. The product crystallized when the heating was stopped. Recrystallized from isopropanol. Yield 8 g. M.p. 121° C. (base). The structure was determined using NMR. Reactants: COC1=C2C[C@@H]3[C@H](OCCN3C)CC2=C(C=C1)SC ((-)-(4aR,10aR)-3,4,4a,5,10,10a-hexahydro-6-methoxy-4-methyl-9-methylthio-2H-naphth[2,3-b]-1,4-oxazine), Cl (hydrochloric acid). Run in CC(=O)C (acetone). Product: Cl.COC1=C2C[C@@H]3[C@H](OCCN3C)CC2=C(C=C1)SC ((-)-(4aR,10aR)-3,4,4a,5,10,10a-hexahydro-6-methoxy-4-methyl-9-methylthio-2H-naphth[2,3-b]-1,4-oxazine hydrochloride). Reaction SMILES: [CH3:1][O:2][C:3]1[CH:17]=[CH:16][C:15]([S:18][CH3:19])=[C:14]2[C:4]=1[CH2:5][C@H:6]1[N:11]([CH3:12])[CH2:10][CH2:9][O:8][C@@H:7]1[CH2:13]2.[ClH:20]>CC(C)=O>[ClH:20].[CH3:1][O:2][C:3]1[CH:17]=[CH:16][C:15]([S:18][CH3:19])=[C:14]2[C:4]=1[CH2:5][C@H:6]1[N:11]([CH3:12])[CH2:10][CH2:9][O:8][C@@H:7]1[CH2:13]2 |f:3.4|. Procedure: 1.40 g (5.0 mM) of (-)-(4aR,10aR)-3,4,4a,5,10,10a-hexahydro-6-methoxy-4-methyl-9-methylthio-2H-naphth[2,3-b]-1,4-oxazine are dissolved in 50 ml of acetone and cooled to 0°. 2.75 ml (5.5 mM) of 2N ethereal hydrochloric acid are subsequently added whilst stirring. The precipitated salt is filtered off and washed with ether. (-)-(4aR,10aR)-3,4,4a,5,10,10a-hexahydro-6-methoxy-4-methyl-9-methylthio-2H-naphth[2,3-b]-1,4-oxazine hydrochloride is obtained (m.p. 237°-239°). Recrystallisation from acetone... The reactants are NC1=CC2=C(C(=C(O2)C2=CC=C(C=C2)F)C(=O)NC)C=C1Br (6-amino-5-bromo-2-(4-fluorophenyl)-N-methylbenzofuran-3-carboxamide), ClCCCC(=O)Cl (4-chlorobutanoyl chloride). RXN SMILES: [NH2:1][C:2]1[C:21]([Br:22])=[CH:20][C:5]2[C:6]([C:16]([NH:18][CH3:19])=[O:17])=[C:7]([C:9]3[CH:14]=[CH:13][C:12]([F:15])=[CH:11][CH:10]=3)[O:8][C:4]=2[CH:3]=1.Cl[CH2:24][CH2:25][CH2:26][C:27](Cl)=[O:28]>>[Br:22][C:21]1[C:2]([N:1]2[CH2:24][CH2:25][CH2:26][C:27]2=[O:28])=[CH:3][C:4]2[O:8][C:7]([C:9]3[CH:10]=[CH:11][C:12]([F:15])=[CH:13][CH:14]=3)=[C:6]([C:16]([NH:18][CH3:19])=[O:17])[C:5]=2[CH:20]=1. Product: BrC=1C(=CC2=C(C(=C(O2)C2=CC=C(C=C2)F)C(=O)NC)C1)N1C(CCC1)=O (5-bromo-2-(4-fluorophenyl)-N-methyl-6-(2-oxopyrrolidin-1-yl)benzofuran-3-carboxamide). Reported procedure: A solution of 5-bromo-2-(4-fluorophenyl)-6-(2-oxopyrrolidin-1-yl)benzofuran-3-carboxylic acid (280 mg, 0.67 mmol), HOBT (150 mg, 1.11 mmol) and EDCI (280 mg, 1.47 mmol) in dry DMF (2 mL) was allowed to stir at room temperature for 1 hour. Then Et3N (0.2 mL) and CH3NH2 (HCl salt, 100 mg, 1.48 mmol) was added to the mixture, and the reaction was allowed to stir for about 15 hours. After being concentrated in vacuo, water was added and the mixture was extracted with ethyl acetate. The organic extra... Starting materials: CNC, CS(=O)(=O)c1ccc(Oc2ccccc2)cc1, O=S(=O)(O)Cl, O. Yields the product CN(C)S(=O)(=O)c1ccc(Oc2ccc(S(C)(=O)=O)cc2)cc1. RXN SMILES: [CH3:23][NH:24][CH3:25].[CH3:6][S:7](=[O:8])(=[O:9])[c:10]1[cH:11][cH:12][c:13]([O:14][c:15]2[cH:16][cH:17][cH:18][cH:19][cH:20]2)[cH:21][cH:22]1.[Cl:1][S:2](=[O:3])(=[O:4])[OH:5].[OH2:26]>>[S:2](=[O:4])(=[O:5])([c:18]1[cH:17][cH:16][c:15]([O:14][c:13]2[cH:12][cH:11][c:10]([S:7]([CH3:6])(=[O:8])=[O:9])[cH:22][cH:21]2)[cH:20][cH:19]1)[N:24]([CH3:23])[CH3:25]. Starting materials: CCOC(=O)C(C)(Cc1ccc(OCCC2CNC(=O)N2C)cc1)Oc1ccccc1F, CCCC[N+](CCCC)(CCCC)CCCC, CCOC(C)=O, FC(F)(F)c1cccc(CBr)c1, [H-], [I-], [Na+]. The product is CCOC(=O)C(C)(Cc1ccc(OCCC2CN(Cc3cccc(C(F)(F)F)c3)C(=O)N2C)cc1)Oc1ccccc1F. Reaction SMILES: [CH2:13]([CH3:14])[O:15][C:16]([C:17]([CH2:18][c:19]1[cH:20][cH:21][c:22]([O:25][CH2:26][CH2:27][CH:28]2[N:29]([CH3:34])[C:30](=[O:33])[NH:31][CH2:32]2)[cH:23][cH:24]1)([CH3:35])[O:36][c:37]1[c:38]([F:43])[cH:39][cH:40][cH:41][cH:42]1)=[O:44].[CH2:48]([N+:49]([CH2:50][CH2:51][CH2:52][CH3:53])([CH2:54][CH2:55][CH2:56][CH3:57])[CH2:58][CH2:59][CH2:60][CH3:61])[CH2:62][CH2:63][CH3:64].[CH3:65][CH2:66][O:67][C:68](=[O:69])[CH3:70].[F:1][C:2]([c:3]1[cH:4][c:5]([CH2:6][Br:7])[cH:8][cH:9][cH:10]1)([F:11])[F:12].[H-:45].[I-:47].[Na+:46]>>[F:1][C:2]([c:3]1[cH:4][c:5]([CH2:6][N:31]2[C:30](=[O:33])[N:29]([CH3:34])[CH:28]([CH2:27][CH2:26][O:25][c:22]3[cH:21][cH:20][c:19]([CH2:18][C:17]([C:16]([O:15][CH2:13][CH3:14])=[O:44])([CH3:35])[O:36][c:37]4[c:38]([F:43])[cH:39][cH:40][cH:41][cH:42]4)[cH:24][cH:23]3)[CH2:32]2)[cH:8][cH:9][cH:10]1)([F:11])[F:12]. Reactants: C(C)(=O)O (acetic acid), C(C1=CC=CC=C1)OC(=O)N[C@@H](CCCCNC(=O)OCC1=CC=CC=C1)C(=O)N[C@@H](CC1=CNC=N1)C(=O)NCC(=O)N (Nα,Nε -dibenzyloxycarbonyl-L-lysyl-L-histidyl-glycine amide), ClC(=O)OCC(C)C (isobutyl chloroformate), CN1CCOCC1 (N-methylmorpholine), N[C@@H](CCCCN)C(=O)N[C@@H](CC1=CNC=N1)C(=O)NCC(=O)N (L-lysyl-L-histidyl-glycine amide). Reagents/catalysts: [Pd] (Pd-C). The solvent is O (water), O1CCCC1 (tetrahydrofuran). Yields the product tripeptide, CC(=O)CC(=O)CC(=O)O (triacetate). RXN SMILES: ClC([O:4][CH2:5][CH:6](C)C)=O.CN1[CH2:15][CH2:14][O:13]CC1.C(OC(N[C@H](C(N[C@H](C(NCC(N)=O)=O)CC1N=CNC=1)=O)CCCCNC(OCC1C=CC=CC=1)=O)=O)C1C=CC=CC=1.N[C@H](C(N[C@H](C(NCC(N)=O)=O)CC1N=CNC=1)=O)CCCCN.[C:84]([OH:87])(=[O:86])[CH3:85]>O1CCCC1.[Pd].O>[CH3:6][C:5]([CH2:15][C:14]([CH2:85][C:84]([OH:87])=[O:86])=[O:13])=[O:4]. Procedure details: The product was dissolved in anhydrous methanolic hydrogen chloride (saturated at 0° C.) for 30 minutes, followed by removal of solvent under reduced pressure, forming Nim -benzyloxycarbonyl-L-histidyl-glycine amide. This was dissolved in tetrahydrofuran, and isobutyl chloroformate, N-methylmorpholine, and Nα,Nε -dibenzyloxycarbonyl-L-lysyl-L-histidyl-glycine amide (3 hours at -20° C., then 1 hour at ambient temperature). This product was then dissolved in glacial acetic acid and hydrogenated ov...